This data is from the Open Reaction Database (ORD), a public repository of structured organic reaction records. The task is: describe an organic reaction: reactants, conditions, products, and yield Reactants: CN(C(C(=S)N)C1=NC=CC=C1)C (2-dimethylamino-2-(2-pyridyl)thioacetamide), N1CCOCC1 (morpholine), C=O (formaldehyde). Solvent: CO (methanol), CO (methanol), CO (methanol). Reaction conditions: time 18 hour. The product is CN(C(C(=S)NCN1CCOCC1)C1=NC=CC=C1)C (2-dimethylamino-N-morpholinomethyl-2-(2-pyridyl)-thioacetamide). Reaction SMILES: [CH3:1][N:2]([CH3:13])[CH:3]([C:7]1[CH:12]=[CH:11][CH:10]=[CH:9][N:8]=1)[C:4]([NH2:6])=[S:5].[NH:14]1[CH2:19][CH2:18][O:17][CH2:16][CH2:15]1.[CH2:20]=O>CO>[CH3:1][N:2]([CH3:13])[CH:3]([C:7]1[CH:12]=[CH:11][CH:10]=[CH:9][N:8]=1)[C:4]([NH:6][CH2:20][N:14]1[CH2:19][CH2:18][O:17][CH2:16][CH2:15]1)=[S:5]. Reported procedure: To a solution of 1.8 g. (0.0091 mole) of 2-dimethylamino-2-(2-pyridyl)thioacetamide in 25 ml. of methanol is added 0.9 g. (0.0015 mole) of morpholine in 2 ml. of methanol and 0.9 g. (0.0015 mole) of 37% aqueous formaldehyde solution in 2 ml. of methanol. The resulting solution is stirred at room temperature for 18 hours. The solvent is removed under reduced pressure and ether is added to the residue. The mixture is cooled at -20°C. for 4 hours and then filtered. The solvent is evaporated from th... The reactants are C1CCOC1, COC(=O)C(C)(C1CCc2c([nH]c3ccc(Cl)cc23)C1)S(=O)(=O)c1ccccc1, CO, [Cl-], [NH4+], [Na+], [OH-]. Yields the product CC(C(=O)O)(C1CCc2c([nH]c3ccc(Cl)cc23)C1)S(=O)(=O)c1ccccc1. RXN SMILES: [CH2:34]1[O:35][CH2:36][CH2:37][CH2:38]1.[CH3:1][O:2][C:3]([C:4]([CH3:5])([CH:6]1[CH2:7][c:8]2[nH:9][c:10]3[cH:11][cH:12][c:13]([Cl:19])[cH:14][c:15]3[c:16]2[CH2:17][CH2:18]1)[S:20](=[O:21])(=[O:22])[c:23]1[cH:24][cH:25][cH:26][cH:27][cH:28]1)=[O:29].[CH3:39][OH:40].[Cl-:32].[NH4+:33].[Na+:31].[OH-:30]>>[O:2]=[C:3]([C:4]([CH3:5])([CH:6]1[CH2:7][c:8]2[nH:9][c:10]3[cH:11][cH:12][c:13]([Cl:19])[cH:14][c:15]3[c:16]2[CH2:17][CH2:18]1)[S:20](=[O:21])(=[O:22])[c:23]1[cH:24][cH:25][cH:26][cH:27][cH:28]1)[OH:29]. Starting materials: CCO, C=Cc1cc(C#N)ccc1C=O. Product: CCc1cc(C#N)ccc1C=O. Reaction SMILES: [CH3:13][CH2:14][OH:15].[CH:1](=[O:2])[c:3]1[c:4]([CH:11]=[CH2:12])[cH:5][c:6]([C:7]#[N:8])[cH:9][cH:10]1>>[CH:1](=[O:2])[c:3]1[c:4]([CH2:11][CH3:12])[cH:5][c:6]([C:7]#[N:8])[cH:9][cH:10]1. Reactants: FC(CCCOC1=CC=C(C(=O)O)C=C1)(F)F (4-(4,4,4-trifluorobutoxy)benzoic acid), C(CCS)S (propane-1,3-dithiol), FC(S(=O)(=O)O)(F)F (trifluoromethanesulfonic acid), mixture 1/1. The solvent is C(C)(C)CC(C)(C)C.C1(=CC=CC=C1)C (isooctane toluene). Yields the product FC(S(=O)(=O)[O-])(F)F.FC(CCCOC1=CC=C(C=C1)C1=[S+]CCCS1)(F)F (2-[4-(4,4,4-trifluorobutoxy)phenyl]-5,6-dihydro-4H-1,3-dithiin-1-ium trifluoromethanesulfonate). The yield is 94.9%. As a reaction SMILES: [F:1][C:2]([F:17])([F:16])[CH2:3][CH2:4][CH2:5][O:6][C:7]1[CH:15]=[CH:14][C:10]([C:11](O)=O)=[CH:9][CH:8]=1.[CH2:18]([SH:22])[CH2:19][CH2:20][SH:21].[F:23][C:24]([F:30])([F:29])[S:25]([OH:28])(=[O:27])=[O:26]>C(CC(C)(C)C)(C)C.C1(C)C=CC=CC=1>[F:23][C:24]([F:30])([F:29])[S:25]([O-:28])(=[O:27])=[O:26].[F:1][C:2]([F:17])([F:16])[CH2:3][CH2:4][CH2:5][O:6][C:7]1[CH:15]=[CH:14][C:10]([C:11]2[S:22][CH2:18][CH2:19][CH2:20][S+:21]=2)=[CH:9][CH:8]=1 |f:3.4,5.6|. Procedure: 60 g (242 mmol) of 4-(4,4,4-trifluorobutoxy)benzoic acid, 31.8 ml (314 mmol) of propane-1,3-dithiol and 27.9 ml (314 mmol) of trifluoromethanesulfonic acid are refluxed in 1.61 of a mixture 1/1 isooctane/toluene for 18 hours. The mixture is cooled down and the product is precipitated by addition of 1.5 l of TBME to yield 108 g of 2-[4-(4,4,4-trifluorobutoxy)phenyl]-5,6-dihydro-4H-1,3-dithiin-1-ium trifluoromethanesulfonate as yellow crystals.